Dataset: the Open Reaction Database (ORD), a public repository of structured organic reaction records. Task: describe an organic reaction: reactants, conditions, products, and yield Reactants: product, CO\N=C(/C(=O)NC1[C@@H]2N(C(=C(CS2)COC(N)=O)C(=O)OCOC(C(C)(C)C)=O)C1=O)\C=1N=CSC1 (pivaloyloxymethyl 7-[(Z)-2-methoxyimino-2-(thiazol-4-yl)acetamido]-3-carbamoyloxymethyl-3-cephem-4-carboxylate), S1C=CCN2[C@H]1CC2=O (2-cephem), ClC1=CC(=CC=C1)C(=O)OO (m-chloroperbenzoic acid). Run in C(Cl)(Cl)Cl (chloroform), C(Cl)(Cl)Cl (chloroform). Conditions: time 1.5 hour. The product is CO\N=C(/C(=O)NC1[C@@H]2N(C(=C(CS2=O)COC(N)=O)C(=O)OCOC(C(C)(C)C)=O)C1=O)\C=1N=CSC1 (Pivaloyloxymethyl 7-[(Z)-2-methoxyimino-2-(thiazol-4-yl)acetamido]-3-carbamoyloxymethyl-3-cephem-4-carboxylate-1-oxide). As a reaction SMILES: [CH3:1][O:2]/[N:3]=[C:4](/[C:33]1[N:34]=[CH:35][S:36][CH:37]=1)\[C:5]([NH:7][CH:8]1[C:31](=[O:32])[N:10]2[C:11]([C:20]([O:22][CH2:23][O:24][C:25](=[O:30])[C:26]([CH3:29])([CH3:28])[CH3:27])=[O:21])=[C:12]([CH2:15][O:16][C:17](=[O:19])[NH2:18])[CH2:13][S:14][C@H:9]12)=[O:6].S1[C@@H]2CC(=[O:46])N2CC=C1.ClC1C=CC=C(C(OO)=O)C=1>C(Cl)(Cl)Cl>[CH3:1][O:2]/[N:3]=[C:4](/[C:33]1[N:34]=[CH:35][S:36][CH:37]=1)\[C:5]([NH:7][CH:8]1[C:31](=[O:32])[N:10]2[C:11]([C:20]([O:22][CH2:23][O:24][C:25](=[O:30])[C:26]([CH3:29])([CH3:28])[CH3:27])=[O:21])=[C:12]([CH2:15][O:16][C:17](=[O:19])[NH2:18])[CH2:13][S:14](=[O:46])[C@H:9]12)=[O:6]. Reported procedure: The product (0.2 g) obtained in Example 3, i.e. a mixture of pivaloyloxymethyl 7-[(Z)-2-methoxyimino-2-(thiazol-4-yl)acetamido]-3-carbamoyloxymethyl-3-cephem-4-carboxylate and 2-cephem isomer thereof, was dissolved in chloroform (1 ml). To this solution was added dropwise a solution of m-chloroperbenzoic acid (0.059 g) in chloroform (1 ml). The mixture was stirred for 1.5 hours at room temperature. Precipitated crystals were filtered, washed with chloroform (2 ml), and dried under reduced pressu... The reactants are CC1=CC(=CC2=C1NC(O2)=O)OB(O)O (4-methyl-2-oxo-2,3-dihydrobenzo[d]oxazol-6-ylboric acid), OO (hydrogen peroxide). Run in C(C)(=O)O (acetic acid). Run at time 1 hour. Product: OC1=CC2=C(NC(O2)=O)C(=C1)C (6-hydroxy-4-methyl-3H-benzoxazol-2-one). RXN SMILES: [CH3:1][C:2]1[C:7]2[NH:8][C:9](=[O:11])[O:10][C:6]=2[CH:5]=[C:4]([O:12]B(O)O)[CH:3]=1.OO>C(O)(=O)C>[OH:12][C:4]1[CH:3]=[C:2]([CH3:1])[C:7]2[NH:8][C:9](=[O:11])[O:10][C:6]=2[CH:5]=1. Reported procedure: 77 mg (0.40 mmol) 4-methyl-2-oxo-2,3-dihydrobenzo[d]oxazol-6-ylboric acid were dissolved in 2.0 mL glacial acetic acid and mixed with 0.20 mL (2.3 mmol) hydrogen peroxide solution (35% in water) and stirred briefly. The reaction mixture was left to stand for 1 h at RT. The precipitate formed was suction filtered, washed with water and dried i. vac. The reactants are C(C)(C)O (isopropanol), ClC1=NC(=C2NC=NC2=N1)Cl (2,6-dichloro-purine), FC=1C=C(N)C=CC1 (3-fluoro-aniline), CN(C)C=O (DMF). Run in C(CCC)O (n-butanol). Yields the product ClC1=NC(=C2NC=NC2=N1)NC1=CC(=CC=C1)F (2-Chloro-6-(3-fluoro-phenyl-amino)-purine). RXN SMILES: [Cl:1][C:2]1[N:10]=[C:9]2[C:5]([NH:6][CH:7]=[N:8]2)=[C:4](Cl)[N:3]=1.[F:12][C:13]1[CH:14]=[C:15]([CH:17]=[CH:18][CH:19]=1)[NH2:16].CN(C=O)C.C(O)(C)C>C(O)CCC>[Cl:1][C:2]1[N:10]=[C:9]2[C:5]([NH:6][CH:7]=[N:8]2)=[C:4]([NH:16][C:15]2[CH:17]=[CH:18][CH:19]=[C:13]([F:12])[CH:14]=2)[N:3]=1. Procedure: 2 g (10.58 mmol) of 2,6-dichloro-purine and 5.9 g (52.9 mmol) of 3-fluoro-aniline (Fluka, Buchs, Switzerland) are stirred in 60 ml of n-butanol and 3 ml of DMF at 80° C. for 5 h. The cooled reaction mixture is treated with isopropanol and the crystal mass which has precipitated out is filtered off and dried. 2-Chloro-6-(3-fluoro-phenyl-amino)-purine is obtained; m.p.>250° C.; FAB-MS: (M+H)+=264; Rf=0.3 (CH2Cl2:methanol 9:1). Reactants: C1(C=2C(C(N1CC(CCC(C)=O)=O)=O)=CC=CC2)=O (6-phthalimido-2,5-hexanedione), C(C)(=O)NCCN (2-(acetylamino)-ethylamine). As a reaction SMILES: [C:1]1(=[O:19])[N:5]([CH2:6][C:7](=O)[CH2:8][CH2:9][C:10](=O)[CH3:11])[C:4](=[O:14])[C:3]2=[CH:15][CH:16]=[CH:17][CH:18]=[C:2]12.[C:20]([NH:23][CH2:24][CH2:25][NH2:26])(=[O:22])[CH3:21]>C(O)(=O)C>[C:20]([NH:23][CH2:24][CH2:25][N:26]1[C:10]([CH3:11])=[CH:9][CH:8]=[C:7]1[CH2:6][N:5]1[C:4](=[O:14])[C:3]2=[CH:15][CH:16]=[CH:17][CH:18]=[C:2]2[C:1]1=[O:19])(=[O:22])[CH3:21]. Solvent: C(C)(=O)O (acetic acid). The product is C(C)(=O)NCCN1C(=CC=C1C)CN1C(C=2C(C1=O)=CC=CC2)=O (1-(2-Acetylamino-ethyl)-2-(phthalimido-methyl)-5-methyl-pyrrole). Procedure details: 4.6 g (0.018 mol) of 6-phthalimido-2,5-hexanedione and 1.8 g (0.018 mol) of 2-(acetylamino)-ethylamine are stirred in 120 ml of acetic acid at 80° C. for 4 hours. Working up is carried out as described in Example 1: Starting materials: ice, NC1=C(C=CC=C1)C1NC2=CC=C(C=C2CC1(C)C)C(=O)OC (methyl 2-(2-aminophenyl)-3,3-dimethyl-1,2,3,4-tetrahydroquinoline-6-carboxylate), C1(CC1)C(=O)O (cyclopropanecarboxylic acid), C(C)(C)N(C(C)C)CC (N,N-diisopropylethylamine), P(=O)(Cl)(Cl)Cl (phosphorus oxychloride). The solvent is ClCCl (dichloromethane). Reaction conditions: time 30 minute. Product: C1(CC1)C(=O)NC1=C(C=CC=C1)C1NC2=CC=C(C=C2CC1(C)C)C(=O)OC (methyl 2-(2-(cyclopropanecarboxamido)phenyl)-3,3-dimethyl-1,2,3,4-tetrahydroquinoline-6-carboxylate). Isolated yield 57.9%. Reaction SMILES: [NH2:1][C:2]1[CH:7]=[CH:6][CH:5]=[CH:4][C:3]=1[CH:8]1[C:17]([CH3:19])([CH3:18])[CH2:16][C:15]2[C:10](=[CH:11][CH:12]=[C:13]([C:20]([O:22][CH3:23])=[O:21])[CH:14]=2)[NH:9]1.[CH:24]1([C:27](O)=[O:28])[CH2:26][CH2:25]1.C(N(CC)C(C)C)(C)C.P(Cl)(Cl)(Cl)=O>ClCCl>[CH:24]1([C:27]([NH:1][C:2]2[CH:7]=[CH:6][CH:5]=[CH:4][C:3]=2[CH:8]2[C:17]([CH3:18])([CH3:19])[CH2:16][C:15]3[C:10](=[CH:11][CH:12]=[C:13]([C:20]([O:22][CH3:23])=[O:21])[CH:14]=3)[NH:9]2)=[O:28])[CH2:26][CH2:25]1. Procedure: To an ice-cold mixture of methyl 2-(2-aminophenyl)-3,3-dimethyl-1,2,3,4-tetrahydroquinoline-6-carboxylate (80 mg, 0.26 mmol, 1.0 eq.), cyclopropanecarboxylic acid (33 mg, 0.34 mmol, 1.5 eq.), N,N-diisopropylethylamine (63 mg, 0.51 mmol, 2.0 eq.) in dichloromethane (4 mL) was added a solution of phosphorus oxychloride (45 mg, 0.31 mmol, 1.2 eq.). Then the reaction mixture was stirred at room temperature for 30 min. Thin layer chromatography and LC-MS indicated that the starting material was consu... Starting materials: CN(C1(CC=C(CC1)C=1NC2=CC=CC=C2C1CC1=CC=CC=C1)CCCC)C ((±)-2-(4-(Dimethylamino)-4-butylcyclohex-1-enyl)-3-benzyl-1H-indole), [Sn] (Tin). Run in Br (hydrogen bromide), O (water). Reaction conditions: time 20 minute. Product: C(C1=CC=CC=C1)C1=C(NC2=CC=CC=C12)C1CCC(CC1)(N(C)C)CCCC (4-(3-Benzyl-1H-indol-2-yl)-1-butyl-N,N-dimethylcyclohexanamine). RXN SMILES: [CH3:1][N:2]([CH3:29])[C:3]1([CH2:25][CH2:26][CH2:27][CH3:28])[CH2:8][CH2:7][C:6]([C:9]2[NH:10][C:11]3[C:16]([C:17]=2[CH2:18][C:19]2[CH:24]=[CH:23][CH:22]=[CH:21][CH:20]=2)=[CH:15][CH:14]=[CH:13][CH:12]=3)=[CH:5][CH2:4]1.[Sn]>Br.O>[CH2:18]([C:17]1[C:16]2[C:11](=[CH:12][CH:13]=[CH:14][CH:15]=2)[NH:10][C:9]=1[CH:6]1[CH2:7][CH2:8][C:3]([CH2:25][CH2:26][CH2:27][CH3:28])([N:2]([CH3:1])[CH3:29])[CH2:4][CH2:5]1)[C:19]1[CH:20]=[CH:21][CH:22]=[CH:23][CH:24]=1 |^3:29|. Reported procedure: Ex. 39 (438 mg, 1.133 mmol) was dissolved in hydrogen bromide/glacial acetic acid (33% HBr, 25 ml). Tin powder (1.345 g, 11.330 mmol) was then added to the mixture in portions at room temperature in the course of 40 min and the mixture was stirred for a further 20 min. The mixture was then diluted with water (100 ml). The mixture was stirred at 5° C. for 1 h. The product precipitated out as the hydrobromide. This was filtered off and washed with water (2×5 ml). 1 N NaOH (50 ml) was added to the ...